This data is from the Open Reaction Database (ORD), a public repository of structured organic reaction records. The task is: describe an organic reaction: reactants, conditions, products, and yield The product is CN(C)S(=O)(=O)Cc1cccc(N)c1. The reactants are CO, CN(C)S(=O)(=O)Cc1cccc([N+](=O)[O-])c1. As a reaction SMILES: [CH3:17][OH:18].[N+:1]([O-:2])(=[O:3])[c:4]1[cH:5][c:6]([CH2:10][S:11](=[O:12])(=[O:13])[N:14]([CH3:15])[CH3:16])[cH:7][cH:8][cH:9]1>>[NH2:1][c:4]1[cH:5][c:6]([CH2:10][S:11](=[O:12])(=[O:13])[N:14]([CH3:15])[CH3:16])[cH:7][cH:8][cH:9]1. Starting materials: CC(C)c1cc(C#N)cc2nc(-c3ccc(C(=O)N4CCC5(CCNCC5)C4)cc3)oc12, CCN(C(C)C)C(C)C, ClCCl, FC(F)(F)c1ccc(CBr)cc1. The product is CC(C)c1cc(C#N)cc2nc(-c3ccc(C(=O)N4CCC5(CCN(Cc6ccc(C(F)(F)F)cc6)CC5)C4)cc3)oc12. Reaction SMILES: [CH2:1]1[N:2]([C:11](=[O:12])[c:13]2[cH:14][cH:15][c:16](-[c:19]3[o:20][c:21]4[c:22]([n:23]3)[cH:24][c:25]([C:31]#[N:32])[cH:26][c:27]4[CH:28]([CH3:29])[CH3:30])[cH:17][cH:18]2)[CH2:3][CH2:4][C:5]12[CH2:6][CH2:7][NH:8][CH2:9][CH2:10]2.[CH:33]([N:34]([CH:35]([CH3:36])[CH3:37])[CH2:38][CH3:39])([CH3:40])[CH3:41].[Cl:54][CH2:55][Cl:56].[F:42][C:43]([c:44]1[cH:45][cH:46][c:47]([CH2:48][Br:49])[cH:50][cH:51]1)([F:52])[F:53]>>[CH2:1]1[N:2]([C:11](=[O:12])[c:13]2[cH:14][cH:15][c:16](-[c:19]3[o:20][c:21]4[c:22]([n:23]3)[cH:24][c:25]([C:31]#[N:32])[cH:26][c:27]4[CH:28]([CH3:29])[CH3:30])[cH:17][cH:18]2)[CH2:3][CH2:4][C:5]12[CH2:6][CH2:7][N:8]([CH2:48][c:47]1[cH:46][cH:45][c:44]([C:43]([F:42])([F:52])[F:53])[cH:51][cH:50]1)[CH2:9][CH2:10]2. Starting materials: O=C(n1ccnc1)n1ccnc1, ClCCl, CSc1nc(Cc2ccccc2N)n[nH]1. Yields the product CSc1nc2n(n1)C(=O)Nc1ccccc1C2. RXN SMILES: [C:16](=[O:17])([n:18]1[cH:19][cH:20][n:21][cH:22]1)[n:23]1[cH:24][cH:25][n:26][cH:27]1.[CH2:28]([Cl:29])[Cl:30].[NH2:1][c:2]1[c:3]([CH2:4][c:5]2[n:6][nH:7][c:8]([S:10][CH3:11])[n:9]2)[cH:12][cH:13][cH:14][cH:15]1>>[NH:1]1[c:2]2[c:3]([cH:12][cH:13][cH:14][cH:15]2)[CH2:4][c:5]2[n:6]([n:7][c:8]([S:10][CH3:11])[n:9]2)[C:16]1=[O:17]. RXN SMILES: [C:1]1([C:7]2[N:8]=[C:9]3[N:14]=[C:13]([NH2:15])[CH:12]=[CH:11][N:10]3[CH:16]=2)[CH:6]=[CH:5][CH:4]=[CH:3][CH:2]=1.C[Al](C)C.C1(C)C=CC=CC=1.C[O:29][C:30]([C:32]1[C:37]([CH3:38])=[CH:36][CH:35]=[C:34]([CH3:39])[N:33]=1)=O>O1CCOCC1>[CH3:38][C:37]1[C:32]([C:30]([NH:15][C:13]2[CH:12]=[CH:11][N:10]3[CH:16]=[C:7]([C:1]4[CH:2]=[CH:3][CH:4]=[CH:5][CH:6]=4)[N:8]=[C:9]3[N:14]=2)=[O:29])=[N:33][C:34]([CH3:39])=[CH:35][CH:36]=1. Procedure details: To a white suspension of 2-phenyl-imidazo[1,2-a]pyrimidin-7-ylamine (example 1, step 1, 80 mg, 0.38 mmole) in dioxane (3 ml) is added at RT trimethyl aluminium sol. 2M in toluene (0.8 ml, 1.52 mmole, 4 eq.). The mixture is stirred for 45 min at RT. A solution of 3,6-dimethyl-pyridine-2-carboxylic acid methyl ester (63 mg, 0.38 mmole, 1 eq.) in dioxane (0.4 ml) is then added and the light brown solution is refluxed overnight. The brown solution is loaded on 2 g silica and purified by chromatograp... Yield: 43.7%. The product is CC=1C(=NC(=CC1)C)C(=O)NC1=NC=2N(C=C1)C=C(N2)C2=CC=CC=C2 (3,6-dimethyl-N-(2-phenylimidazo[1,2-a]pyrimidin-7-yl)picolinamide). Run at time 45 minute. The solvent is O1CCOCC1 (dioxane), O1CCOCC1 (dioxane). The reactants are COC(=O)C1=NC(=CC=C1C)C (3,6-dimethyl-pyridine-2-carboxylic acid methyl ester), C[Al](C)C (trimethyl aluminium), C1(=CC=CC=C1)C (toluene), C1(=CC=CC=C1)C=1N=C2N(C=CC(=N2)N)C1 (2-Phenyl-imidazo[1,2-a]pyrimidin-7-ylamine).